This data is from the Open Reaction Database (ORD), a public repository of structured organic reaction records. The task is: describe an organic reaction: reactants, conditions, products, and yield RXN SMILES: [CH2:1]([NH2:4])[CH2:2][NH2:3].O.[S:6]1[CH:10]=[CH:9][CH:8]=[C:7]1[C:11]([CH:13]=O)=O.[BH4-].[Na+].O>C(O)C>[S:6]1[CH:10]=[CH:9][CH:8]=[C:7]1[CH:11]1[CH2:13][NH:4][CH2:1][CH2:2][NH:3]1 |f:1.2,3.4|. Yields the product S1C(=CC=C1)C1NCCNC1 (2-(2-thienyl)piperazine). Reactants: C(CN)N (ethylenediamine), O.S1C(=CC=C1)C(=O)C=O (2-thienylglyoxal hydrate), O (Water), [BH4-].[Na+] (Sodium borohydride). Solvent: C(C)O (ethanol), C(C)O (ethanol). Reaction conditions: time 1.5 hour. Procedure details: A solution of ethylenediamine (4.1 g, 0.068 mol) in ethanol (25 ml) is added dropwise to a solution of 2-thienylglyoxal hydrate [prepared by the procedure of F. Kipnis and J. Ornfelt, J. Amer. Chem. Soc. 68, 2734 (1946)] (10.0 g, 0.063 mol) in ethanol (250 ml) at 0° C. under an atmosphere of dry nitrogen. The cooling bath is removed and the reaction mixture stirred for an additional 1.5 h. Sodium borohydride (4.5 g, 0.126 mol) is added all at once, and a cooling bath used to control the exotherm...